describe an organic reaction: reactants, conditions, products, and yield From a dataset of the Open Reaction Database (ORD), a public repository of structured organic reaction records. The reactants are COC=1C=C(C=C(C1CCC)OC)C=CC1=CC=C(C=C1)OC (1-(3,5-dimethoxy-4-1-propylphenyl)-2-(4-methoxyphenyl)ethene), Cl.N1=CC=CC=C1 (pyridine hydrochloride). Product: OC1=CC=C(C=C1)C=CC=1C=C(C(=C(C1)O)CCC)O (5-[2-(4-Hydroxyphenyl)ethenyl]-2-1-propyl-1,3-benzenediol). Isolated yield 30.0%. Reaction SMILES: C[O:2][C:3]1[CH:4]=[C:5]([CH:14]=[CH:15][C:16]2[CH:21]=[CH:20][C:19]([O:22]C)=[CH:18][CH:17]=2)[CH:6]=[C:7]([O:12]C)[C:8]=1[CH2:9][CH2:10][CH3:11].Cl.N1C=CC=CC=1>>[OH:22][C:19]1[CH:20]=[CH:21][C:16]([CH:15]=[CH:14][C:5]2[CH:6]=[C:7]([OH:12])[C:8]([CH2:9][CH2:10][CH3:11])=[C:3]([OH:2])[CH:4]=2)=[CH:17][CH:18]=1 |f:1.2|. Reported procedure: This material was prepared from 1-(3,5-dimethoxy-4-1-propylphenyl)-2-(4-methoxyphenyl)ethene and pyridine hydrochloride in 30% yield in the same way as described in Example 3. 1H NMR (DMSO-d6, ppm): δ 1.22 (d, J=7.0 Hz, 6H), 3.41 (m, 1H), 6.40 (s, 2H), 6.73 (d, J=6.3 Hz, 4H), 7.33 (s, 1H), 7.41 (s, 1H), 8.98 (s, 2H), 9.51 (s, 1H). The reactants are ClC1=CC=C(C=C1)S(=O)(=O)C1CCN(CC1)S(=O)(=O)C1=CC=C(C=C1)C (4-[(4-chlorophenyl)sulfonyl]-1-[(4-methylphenyl)sulfonyl]piperidine), C1(=CC=CC=C1)O (phenol), hydrochloride salt. Run in Br (hydrobromic acid). Yields the product Cl.ClC1=CC=C(C=C1)S(=O)(=O)C1CCNCC1 (4-[(4-Chlorophenyl)sulfonyl]piperidine Monohydrochloride). The yield is 104.3%. Reaction SMILES: [Cl:1][C:2]1[CH:7]=[CH:6][C:5]([S:8]([CH:11]2[CH2:16][CH2:15][N:14](S(C3C=CC(C)=CC=3)(=O)=O)[CH2:13][CH2:12]2)(=[O:10])=[O:9])=[CH:4][CH:3]=1.C1(O)C=CC=CC=1>Br>[ClH:1].[Cl:1][C:2]1[CH:3]=[CH:4][C:5]([S:8]([CH:11]2[CH2:16][CH2:15][NH:14][CH2:13][CH2:12]2)(=[O:9])=[O:10])=[CH:6][CH:7]=1 |f:3.4|. Reported procedure: A mixture of 10.14 g (0.0246 mole) of 4-[(4-chlorophenyl)sulfonyl]-1-[(4-methylphenyl)sulfonyl]piperidine and 40 ml of phenol in 120 ml of 48% hydrobromic acid was refluxed for one hr and quenched in 800 ml of water. The mixture was made basic with 50% sodium hydroxide and then extracted with methylene chloride. The methylene chloride extract was dried over magnesium sulfate and the volume was reduced to 200 ml in vacuo. Excess ethereal hydrogen chloride was added to give a white precipitate, th... Starting materials: 15B, BrC=1C=CC(=C(C1)C1(C(N(C2=CC=CC=C12)CCCCC)=O)O)O (3-(5-bromo-2-hydroxyphenyl)-3-hydroxy-1-pentyl-1,3-dihydro-2H-indol-2-one), ClC1=CC(=C(C=C1F)C1(C(N(C2=CC=CC=C12)CCCCC)=O)O)O (3-(4-chloro-5-fluoro-2-hydroxyphenyl)-3-hydroxy-1-pentyl-1,3-dihydro-2H-indol-2-one). Yields the product ClC1=CC(=C(C=C1F)C1C(N(C2=CC=CC=C12)CCCCC)=O)O (3-(4-chloro-5-fluoro-2-hydroxyphenyl)-1-pentyl-1,3-dihydro-2H-indol-2-one). As a reaction SMILES: BrC1C=CC(O)=C(C2(O)C3C(=CC=CC=3)N(CCCCC)C2=O)C=1.[Cl:25][C:26]1[C:31]([F:32])=[CH:30][C:29]([C:33]2(O)[C:41]3[C:36](=[CH:37][CH:38]=[CH:39][CH:40]=3)[N:35]([CH2:42][CH2:43][CH2:44][CH2:45][CH3:46])[C:34]2=[O:47])=[C:28]([OH:49])[CH:27]=1>>[Cl:25][C:26]1[C:31]([F:32])=[CH:30][C:29]([CH:33]2[C:41]3[C:36](=[CH:37][CH:38]=[CH:39][CH:40]=3)[N:35]([CH2:42][CH2:43][CH2:44][CH2:45][CH3:46])[C:34]2=[O:47])=[C:28]([OH:49])[CH:27]=1. Reported procedure: Following the procedure as described in PREPARATION 15B, and making non-critical variations to replace 3-(5-bromo-2-hydroxyphenyl)-3-hydroxy-1-pentyl-1,3-dihydro-2H-indol-2-one with 3-(4-chloro-5-fluoro-2-hydroxyphenyl)-3-hydroxy-1-pentyl-1,3-dihydro-2H-indol-2-one, the title compound was obtained: MS (ES+) m/z 348 (M+1). Starting materials: B, CC(=O)O, C1CCOC1, COC(=O)c1cc(C(=O)O)cc(N(C)S(=O)(=O)c2ccc(OCc3ccccc3)cc2)c1. The product is COC(=O)c1cc(CO)cc(N(C)S(=O)(=O)c2ccc(OCc3ccccc3)cc2)c1. As a reaction SMILES: [BH3:1].[C:34]([OH:35])(=[O:36])[CH3:37].[CH2:38]1[O:39][CH2:40][CH2:41][CH2:42]1.[CH3:2][O:3][C:4]([c:5]1[cH:6][c:7]([C:8](=[O:9])[OH:10])[cH:11][c:12]([N:14]([CH3:15])[S:16](=[O:17])(=[O:18])[c:19]2[cH:20][cH:21][c:22]([O:25][CH2:26][c:27]3[cH:28][cH:29][cH:30][cH:31][cH:32]3)[cH:23][cH:24]2)[cH:13]1)=[O:33]>>[CH3:2][O:3][C:4]([c:5]1[cH:6][c:7]([CH2:8][OH:9])[cH:11][c:12]([N:14]([CH3:15])[S:16](=[O:17])(=[O:18])[c:19]2[cH:20][cH:21][c:22]([O:25][CH2:26][c:27]3[cH:28][cH:29][cH:30][cH:31][cH:32]3)[cH:23][cH:24]2)[cH:13]1)=[O:33]. The reactants are C(C)(C)(C)OC(=O)NCC=1N(C(C2=CC=C(C=C2C1C1=CC=CC=C1)OC(C(=O)OC)(C)C)=O)CC(C)C (methyl 2-[(3-{[(tert-butoxycarbonyl)amino]methyl}-2-isobutyl-1-oxo-4-phenyl-1,2-dihydro-6-isoquinolinyl)oxy]-2-methylpropanoate), [OH-].[Na+] (sodium hydroxide), Cl (hydrochloric acid), O (water). Solvent: O1CCCC1 (tetrahydrofuran), CO (methanol). Run at time 1 hour. The product is C(C)(C)(C)OC(=O)NCC=1N(C(C2=CC=C(C=C2C1C1=CC=CC=C1)OC(C(=O)O)(C)C)=O)CC(C)C (2-[(3-{[(tert-butoxycarbonyl)amino]methyl}-2-isobutyl-1-oxo-4-phenyl-1,2-dihydro-6-isoquinolinyl)oxy]-2-methylpropanoic acid). Yield: 89.9%. Reaction SMILES: [C:1]([O:5][C:6]([NH:8][CH2:9][C:10]1[N:11]([CH2:35][CH:36]([CH3:38])[CH3:37])[C:12](=[O:34])[C:13]2[C:18]([C:19]=1[C:20]1[CH:25]=[CH:24][CH:23]=[CH:22][CH:21]=1)=[CH:17][C:16]([O:26][C:27]([CH3:33])([CH3:32])[C:28]([O:30]C)=[O:29])=[CH:15][CH:14]=2)=[O:7])([CH3:4])([CH3:3])[CH3:2].[OH-].[Na+].O.Cl>O1CCCC1.CO>[C:1]([O:5][C:6]([NH:8][CH2:9][C:10]1[N:11]([CH2:35][CH:36]([CH3:38])[CH3:37])[C:12](=[O:34])[C:13]2[C:18]([C:19]=1[C:20]1[CH:21]=[CH:22][CH:23]=[CH:24][CH:25]=1)=[CH:17][C:16]([O:26][C:27]([CH3:33])([CH3:32])[C:28]([OH:30])=[O:29])=[CH:15][CH:14]=2)=[O:7])([CH3:4])([CH3:3])[CH3:2] |f:1.2|. Procedure details: To a solution of methyl 2-[(3-{[(tert-butoxycarbonyl)amino]methyl}-2-isobutyl-1-oxo-4-phenyl-1,2-dihydro-6-isoquinolinyl)oxy]-2-methylpropanoate (0.37 g, 0.7 mmol) in tetrahydrofuran (10 ml) and methanol (10 ml) was added 1N sodium hydroxide solution (2 ml). The mixture was stirred at room temperature for 1 h. The reaction mixture was poured into water acidified with 1N hydrochloric acid and extracted with ethyl acetate. The extract was washed with brine, dried over anhydrous magnesium sulfate a... Starting materials: CC=CC(=O)N1CCOC1=O, CS(=O)(=O)O, Cc1ccccc1, Nc1ccccc1. Product: CC(CC(=O)N1CCOC1=O)Nc1ccccc1. RXN SMILES: [C:1]([CH:2]=[CH:3][CH3:4])(=[O:5])[N:6]1[C:7](=[O:11])[O:8][CH2:9][CH2:10]1.[CH3:19][S:20](=[O:21])(=[O:22])[OH:23].[CH3:24][c:25]1[cH:26][cH:27][cH:28][cH:29][cH:30]1.[NH2:12][c:13]1[cH:14][cH:15][cH:16][cH:17][cH:18]1>>[C:1]([CH2:2][CH:3]([CH3:4])[NH:12][c:13]1[cH:14][cH:15][cH:16][cH:17][cH:18]1)(=[O:5])[N:6]1[C:7](=[O:11])[O:8][CH2:9][CH2:10]1. The reactants are SCc1ccccc1, CS(=O)(=O)c1sccc1Br, C[O-], CN(C)C=O, [Na+]. Yields the product CS(=O)(=O)c1sccc1SCc1ccccc1. As a reaction SMILES: [CH2:4]([c:5]1[cH:6][cH:7][cH:8][cH:9][cH:10]1)[SH:11].[CH3:12][S:13](=[O:14])(=[O:15])[c:16]1[s:17][cH:18][cH:19][c:20]1[Br:21].[CH3:1][O-:2].[CH3:22][N:23]([CH3:24])[CH:25]=[O:26].[Na+:3]>>[CH2:4]([c:5]1[cH:6][cH:7][cH:8][cH:9][cH:10]1)[S:11][c:20]1[c:16]([S:13]([CH3:12])(=[O:14])=[O:15])[s:17][cH:18][cH:19]1.